From a dataset of the Open Reaction Database (ORD), a public repository of structured organic reaction records. describe an organic reaction: reactants, conditions, products, and yield The reactants are CC(C)(C)OC(=O)N1CC(O)CC1C(N)=O, O=C(OC(=O)C(F)(F)F)C(F)(F)F, c1ccncc1. Product: CC(C)(C)OC(=O)N1CC(O)CC1C#N. As a reaction SMILES: [C:1]([NH2:2])(=[O:3])[CH:4]1[N:5]([C:10](=[O:11])[O:12][C:13]([CH3:14])([CH3:15])[CH3:16])[CH2:6][CH:7]([OH:9])[CH2:8]1.[F:17][C:18]([F:19])([F:20])[C:21]([O:22][C:23](=[O:24])[C:25]([F:26])([F:27])[F:28])=[O:29].[cH:30]1[cH:31][cH:32][n:33][cH:34][cH:35]1>>[C:1](#[N:2])[CH:4]1[N:5]([C:10](=[O:11])[O:12][C:13]([CH3:14])([CH3:15])[CH3:16])[CH2:6][CH:7]([OH:9])[CH2:8]1. Reactants: C(C)(C)(C)OC(=O)NC1CCN(CC1)CCN1C(COC2=C1C=C(C=C2)C(=O)OC)=O (Methyl 4-(2-{4-[(tert-butoxycarbonyl)amino]piperidin-1-yl}ethyl)-3-oxo-3,4-dihydro-2H-1,4-benzoxazine-6-carboxylate), C(C)(C)(C)OC(=O)NC1CCN(CC1)CCN1C(COC2=C1C=C(C=C2)C(=O)OC)=O (Methyl 4-(2-{4-[(tert-butoxycarbonyl)amino]piperidin-1-yl}ethyl)-3-oxo-3,4-dihydro-2H-1,4-benzoxazine-6-carboxylate), NC1CCN(CC1)CCN1C(C=CC2=CC=C(C=C12)C#N)=O (1-[2-(4-Aminopiperidin-1-yl)ethyl]-2-oxo-1,2-dihydroquinoline-7-carbonitrile). Yields the product NC1CCN(CC1)CCN1C(COC2=C1C=C(C=C2)C(=O)OC)=O (Methyl 4-[2-(4-aminopiperidin-1-yl)ethyl]-3-oxo-3,4-dihydro-2H-1,4-benzoxazine-6-carboxylate). Reaction SMILES: C(OC([NH:8][CH:9]1[CH2:14][CH2:13][N:12]([CH2:15][CH2:16][N:17]2[C:22]3[CH:23]=[C:24]([C:27]([O:29][CH3:30])=[O:28])[CH:25]=[CH:26][C:21]=3[O:20][CH2:19][C:18]2=[O:31])[CH2:11][CH2:10]1)=O)(C)(C)C.NC1CCN(CCN2C3C(=CC=C(C#N)C=3)C=CC2=O)CC1>>[NH2:8][CH:9]1[CH2:14][CH2:13][N:12]([CH2:15][CH2:16][N:17]2[C:22]3[CH:23]=[C:24]([C:27]([O:29][CH3:30])=[O:28])[CH:25]=[CH:26][C:21]=3[O:20][CH2:19][C:18]2=[O:31])[CH2:11][CH2:10]1. Reported procedure: Methyl 4-(2-{4-[(tert-butoxycarbonyl)amino]piperidin-1-yl}ethyl)-3-oxo-3,4-dihydro-2H-1,4-benzoxazine-6-carboxylate (Intermediate 85) was reacted as described for Intermediate 14. The crude trifluoro acetate of the title compound was used without further purification for the next step (quantitative yield). The reactants are FC1=C(C=CC=C1F)CSC1=NC2=NC(=CN=C2C(=N1)SCC1=C(C(=CC=C1)F)F)N (2,4-bis[[(2,3-difluorophenyl)methyl]thio]-7-pteridinamine), NC(CO)(CO)C (2-amino-2-methyl-1,3-propanediol). The solvent is CN1C=NC=C1 (N-methylimidazole). Product: NC1=CN=C2C(=NC(=NC2=N1)SCC1=C(C(=CC=C1)F)F)NC(CO)(CO)C (2-[[7-Amino-2-[[(2,3-difluorophenyl)methyl]thio]-4-pteridinyl]amino]-2-methyl-1,3-propanediol). As a reaction SMILES: [F:1][C:2]1[C:7]([F:8])=[CH:6][CH:5]=[CH:4][C:3]=1[CH2:9][S:10][C:11]1[N:20]=[C:19](SCC2C=CC=C(F)C=2F)[C:18]2[C:13](=[N:14][C:15]([NH2:31])=[CH:16][N:17]=2)[N:12]=1.[NH2:32][C:33]([CH3:38])([CH2:36][OH:37])[CH2:34][OH:35]>CN1C=CN=C1>[NH2:31][C:15]1[N:14]=[C:13]2[C:18]([C:19]([NH:32][C:33]([CH3:38])([CH2:36][OH:37])[CH2:34][OH:35])=[N:20][C:11]([S:10][CH2:9][C:3]3[CH:4]=[CH:5][CH:6]=[C:7]([F:8])[C:2]=3[F:1])=[N:12]2)=[N:17][CH:16]=1. Procedure: A solution of the product from example 1, step (c) (0.25 g) and 2-amino-2-methyl-1,3-propanediol (0.28 ml) in N-methylimidazole (1 ml) was heated in a microwave at 160° C. for 95 minutes. After cooling, the reaction mixture was partitioned between ethyl acetate and saturated aqueous ammonium chloride. The organic phase was dried over magnesium sulphate, filtered and evaporated to give a brown oil which was purified by silica gel flash column chromatography, eluting with 10:1 dichloromethane:meth...